From a dataset of the Open Reaction Database (ORD), a public repository of structured organic reaction records. describe an organic reaction: reactants, conditions, products, and yield The reactants are O.C(C)(=O)OCC (ethyl acetate water), C(#N)C=C1CCN(CC1)C1=C(C=C(C=C1)N1C(O[C@H](C1)CNC(C)=O)=O)F ((S)-N-{3-[4-(4-cyanomethylidene-piperidin-1-yl)-3-fluorophenyl]-2-oxo-oxazolidin-5-ylmethyl}-acetamide), C(CCC)[Li] (n-butyl lithium), CI (methyl iodide). The solvent is O1CCCC1 (tetrahydrofuran). Product: C(#N)C=C1CCN(CC1)C1=C(C=C(C=C1)N1C(O[C@H](C1)CN(C(C)=O)C)=O)F ((S)-N-{3-[4-(4-cyanomethylidene-piperidin-1-yl)-3-fluorophenyl]-2-oxo-oxazolidin-5-ylmethyl}-N-methylacetamide). The yield is 44.0%. Reaction SMILES: [C:1]([CH:3]=[C:4]1[CH2:9][CH2:8][N:7]([C:10]2[CH:15]=[CH:14][C:13]([N:16]3[CH2:20][C@H:19]([CH2:21][NH:22][C:23](=[O:25])[CH3:24])[O:18][C:17]3=[O:26])=[CH:12][C:11]=2[F:27])[CH2:6][CH2:5]1)#[N:2].[CH2:28]([Li])CCC.CI.O.C(OCC)(=O)C>O1CCCC1>[C:1]([CH:3]=[C:4]1[CH2:5][CH2:6][N:7]([C:10]2[CH:15]=[CH:14][C:13]([N:16]3[CH2:20][C@H:19]([CH2:21][N:22]([CH3:28])[C:23](=[O:25])[CH3:24])[O:18][C:17]3=[O:26])=[CH:12][C:11]=2[F:27])[CH2:8][CH2:9]1)#[N:2] |f:3.4|. Procedure: The compound obtained in Example 9 (1 mmol) was treated with n-butyl lithium (1.6 M in hexane, 1.6 mmol), methyl iodide (2 mmol) in 10 ml tetrahydrofuran at −78° C. temperature. The reaction mixture was with ethyl acetate water mixture. The organic layer was evaporated to give a crude compound, which was chromatographed on a silica gel to give the titled compound in 44% yield. Reactants: CC1(OB(OC1(C)C)C1=CC=C(C=C1)C12COC(CC1)(CC2)CC(=O)OC)C (methyl 2-(4-(4-(4,4,5,5-tetramethyl-1,3,2-dioxaborolan-2-yl)phenyl)-2-oxabicyclo[2.2.2]octan-1-yl)acetate), BrC=1C=NC(=NC1)N (5-bromopyrimidin-2-amine), [O-]P(=O)([O-])[O-].[K+].[K+].[K+] (K3PO4). Reagents/catalysts: C1=CC=C(C=C1)P([C-]2C=CC=C2)C3=CC=CC=C3.C1=CC=C(C=C1)P([C-]2C=CC=C2)C3=CC=CC=C3.Cl[Pd]Cl.[Fe+2].C(Cl)Cl (PdCl2(dppf) DCM). Run in C(OC)COC (dimethoxyethane). Yields the product NC1=NC=C(C=N1)C1=CC=C(C=C1)C12COC(CC1)(CC2)CC(=O)OC (methyl 2-(4-(4-(2-aminopyrimidin-5-yl)phenyl)-2-oxabicyclo[2.2.2]octan-1-yl)acetate). Yield: 105.0%. As a reaction SMILES: CC1(C)C(C)(C)OB([C:9]2[CH:14]=[CH:13][C:12]([C:15]34[CH2:22][CH2:21][C:18]([CH2:23][C:24]([O:26][CH3:27])=[O:25])([CH2:19][CH2:20]3)[O:17][CH2:16]4)=[CH:11][CH:10]=2)O1.Br[C:30]1[CH:31]=[N:32][C:33]([NH2:36])=[N:34][CH:35]=1.[O-]P([O-])([O-])=O.[K+].[K+].[K+]>C1C=CC(P(C2C=CC=CC=2)[C-]2C=CC=C2)=CC=1.C1C=CC(P(C2C=CC=CC=2)[C-]2C=CC=C2)=CC=1.Cl[Pd]Cl.[Fe+2].C(Cl)Cl.C(COC)OC>[NH2:36][C:33]1[N:34]=[CH:35][C:30]([C:9]2[CH:10]=[CH:11][C:12]([C:15]34[CH2:22][CH2:21][C:18]([CH2:23][C:24]([O:26][CH3:27])=[O:25])([CH2:19][CH2:20]3)[O:17][CH2:16]4)=[CH:13][CH:14]=2)=[CH:31][N:32]=1 |f:2.3.4.5,6.7.8.9.10|. Reported procedure: To a reaction vial containing methyl 2-(4-(4-(4,4,5,5-tetramethyl-1,3,2-dioxaborolan-2-yl)phenyl)-2-oxabicyclo[2.2.2]octan-1-yl)acetate (200 mg, 0.52 mmol), 5-bromopyrimidin-2-amine (108 mg, 0.62 mmol) and K3PO4 (132 mg, 0.62 mmol) was added dimethoxyethane (4.8 ml). The mixture was stirred at room temperature and degassed after the addition of EtOH (1.6 ml) and water (0.64 ml). PdCl2(dppf) DCM adduct (21 mg, 0.03 mmol) was added and the mixture was heated to 8° C. in an oil bath for 3 hours. Th... Starting materials: ClCC(=O)C=1C=C2CC(NC2=CC1)=O (5-(chloroacetyl)-2(1H,3H)-indolone), OC1(CCNCC1)CC1=CC=CC=C1 (4-hydroxy-4-benzylpiperidine), C([O-])([O-])=O.[K+].[K+] (potassium carbonate), [I-].[K+] (potassium iodide). Run in C(C)#N (acetonitrile). The product is C(C1=CC=CC=C1)C1(CCN(CC1)CC(=O)C=1C=C2CC(NC2=CC1)=O)O (5-[2-(4-Benzyl-4-hydroxypiperidino)-acetyl]-2(1 H,3H)-indolone). Reaction SMILES: Cl[CH2:2][C:3]([C:5]1[CH:6]=[C:7]2[C:11](=[CH:12][CH:13]=1)[NH:10][C:9](=[O:14])[CH2:8]2)=[O:4].[OH:15][C:16]1([CH2:22][C:23]2[CH:28]=[CH:27][CH:26]=[CH:25][CH:24]=2)[CH2:21][CH2:20][NH:19][CH2:18][CH2:17]1.C(=O)([O-])[O-].[K+].[K+].[I-].[K+]>C(#N)C>[CH2:22]([C:16]1([OH:15])[CH2:21][CH2:20][N:19]([CH2:2][C:3]([C:5]2[CH:6]=[C:7]3[C:11](=[CH:12][CH:13]=2)[NH:10][C:9](=[O:14])[CH2:8]3)=[O:4])[CH2:18][CH2:17]1)[C:23]1[CH:24]=[CH:25][CH:26]=[CH:27][CH:28]=1 |f:2.3.4,5.6|. Procedure details: A mixture of 5-(chloroacetyl)-2(1H,3H)-indolone (2.05 g, 9.78 mmol), 4-hydroxy-4-benzylpiperidine (1.87 g, 9.78 mmol), potassium carbonate (2.97 g, 21.49 mmol), and potassium iodide (0.08 g, 0.48 mmol) in acetonitrile (200 ml) was refluxed overnight. The reaction was cooled and filtered through a celite™ pad. The filtrate was concentrated to give an orange foam which was flash chromatographed on silica gel with ethyl acetate elution. This afforded 0.79 g of oily yellow solid product. NMR 9.41 (b... The reactants are BrCc1ccncc1, Br, C1CCOC1, C[Si](C)(C)[N-][Si](C)(C)C, CCOCC, Cc1ccccc1S(=O)(=O)Oc1c2c(n3c1C(=O)N(Cc1ccc(F)cc1)CC3)CCNC2=O, [Li+], CN(C)C=O. The product is Cc1ccccc1S(=O)(=O)Oc1c2c(n3c1C(=O)N(Cc1ccc(F)cc1)CC3)CCN(Cc1ccncc1)C2=O. As a reaction SMILES: [Br:50][CH2:51][c:52]1[cH:53][cH:54][n:55][cH:56][cH:57]1.[BrH:58].[CH2:45]1[O:46][CH2:47][CH2:48][CH2:49]1.[CH3:35][Si:36]([N-:37][Si:38]([CH3:39])([CH3:40])[CH3:41])([CH3:42])[CH3:43].[CH3:64][CH2:65][O:66][CH2:67][CH3:68].[F:1][c:2]1[cH:3][cH:4][c:5]([CH2:6][N:7]2[C:8](=[O:32])[c:9]3[n:10]([c:13]4[c:14]([c:15]3[O:16][S:17](=[O:18])(=[O:19])[c:20]3[c:21]([CH3:26])[cH:22][cH:23][cH:24][cH:25]3)[C:27](=[O:31])[NH:28][CH2:29][CH2:30]4)[CH2:11][CH2:12]2)[cH:33][cH:34]1.[Li+:44].[O:59]=[CH:60][N:61]([CH3:62])[CH3:63]>>[F:1][c:2]1[cH:3][cH:4][c:5]([CH2:6][N:7]2[C:8](=[O:32])[c:9]3[n:10]([c:13]4[c:14]([c:15]3[O:16][S:17](=[O:18])(=[O:19])[c:20]3[c:21]([CH3:26])[cH:22][cH:23][cH:24][cH:25]3)[C:27](=[O:31])[N:28]([CH2:51][c:52]3[cH:53][cH:54][n:55][cH:56][cH:57]3)[CH2:29][CH2:30]4)[CH2:11][CH2:12]2)[cH:33][cH:34]1. As a reaction SMILES: [Cl:1][C:2]1[CH:7]=[C:6]([Cl:8])[CH:5]=[CH:4][C:3]=1[C@H:9]1[C@H:14]([N+:15]([O-:17])=[O:16])[CH2:13][C:12]([CH2:18][NH2:19])=[CH:11][CH2:10]1.[CH3:20][O:21][C:22](=[O:32])[C:23]1[CH:28]=[CH:27][C:26]([C:29](Cl)=[O:30])=[CH:25][CH:24]=1.C(N(C(C)C)CC)(C)C>C(Cl)Cl>[Cl:1][C:2]1[CH:7]=[C:6]([Cl:8])[CH:5]=[CH:4][C:3]=1[C@H:9]1[C@H:14]([N+:15]([O-:17])=[O:16])[CH2:13][C:12]([CH2:18][NH:19][C:29]([C:26]2[CH:27]=[CH:28][C:23]([C:22]([O:21][CH3:20])=[O:32])=[CH:24][CH:25]=2)=[O:30])=[CH:11][CH2:10]1. Reactants: ClC1=C(C=CC(=C1)Cl)[C@@H]1CC=C(C[C@H]1[N+](=O)[O-])CN ([trans-4-(2,4-dichlorophenyl)-5-nitrocyclohex-1-en-1-yl]methyl amine), COC(C1=CC=C(C=C1)C(=O)Cl)=O (4-chlorocarbonyl-benzoic acid methyl ester), C(C)(C)N(CC)C(C)C (diisopropylethyl amine). The yield is 80.4%. The solvent is C(Cl)Cl (CH2Cl2). Conditions: time 8 hour. Procedure: To a solution of Example 12C (33 mg, 0.11 mmol) in CH2Cl2 (1 mL), 4-chlorocarbonyl-benzoic acid methyl ester (33 mg, 0.16 mmol) and diisopropylethyl amine (0.05 mL, 0.33 mmol) were added. The reaction mixture was stirred at room temperature overnight. It was concentrated under reduced pressure and purified by high pressure liquid chromotography (eluting with 0-70% acetonitrile/water and 0.1% trifluoroacetic acid) to provide the title compound (41 mg, 81%). 1H NMR (500 MHz, CDCL3) δ ppm 8.06-8.10... Product: ClC1=C(C=CC(=C1)Cl)[C@@H]1CC=C(C[C@H]1[N+](=O)[O-])CNC(=O)C1=CC=C(C(=O)OC)C=C1 (methyl 4-[({[trans-4-(2,4-dichlorophenyl)-5-nitrocyclohex-1-en-1-yl]methyl}amino)carbonyl]benzoate). Yields the product Oc1ccc(CBr)cc1. RXN SMILES: [CH2:20]1[O:21][CH2:22][CH2:23][CH2:24]1.[OH:11][c:12]1[cH:13][cH:14][c:15]([CH2:16][OH:17])[cH:18][cH:19]1.[P:1]([Br:2])([Br:3])[Br:4].[cH:5]1[cH:6][cH:7][n:8][cH:9][cH:10]1>>[Br:2][CH2:16][c:15]1[cH:14][cH:13][c:12]([OH:11])[cH:19][cH:18]1. Starting materials: C1CCOC1, OCc1ccc(O)cc1, BrP(Br)Br, c1ccncc1. The reactants are C(C)OC(C(=CC1=CC=CC2=CC=CC=C12)C#N)=O (2-cyano-3-(1-naphthyl)propenoic acid ethyl ester). Reagents/catalysts: [Pd] (palladium/charcoal). Run in C1=CC=CC=C1 (benzene). The product is C(C)OC(C(CC1=CC=CC2=CC=CC=C12)C#N)=O (2-cyano-3-(1-naphthyl)propionic acid ethyl ester). Yield: 99.2%. As a reaction SMILES: [CH2:1]([O:3][C:4](=[O:19])[C:5]([C:17]#[N:18])=[CH:6][C:7]1[C:16]2[C:11](=[CH:12][CH:13]=[CH:14][CH:15]=2)[CH:10]=[CH:9][CH:8]=1)[CH3:2]>C1C=CC=CC=1.[Pd]>[CH2:1]([O:3][C:4](=[O:19])[CH:5]([C:17]#[N:18])[CH2:6][C:7]1[C:16]2[C:11](=[CH:12][CH:13]=[CH:14][CH:15]=2)[CH:10]=[CH:9][CH:8]=1)[CH3:2]. Reported procedure: A solution of 13.6 g of the ester compound obtained in 300 ml of benzene was hydrogenated over 1.3 g of a 10% palladium/charcoal under atmospheric pressure. After filtration of the catalyst, the filtrate was concentrated under reduced pressure to obtain 13.6 g of 2-cyano-3-(1-naphthyl)propionic acid ethyl ester as a colorless oil.